describe an organic reaction: reactants, conditions, products, and yield From a dataset of the Open Reaction Database (ORD), a public repository of structured organic reaction records. Reactants: BrCC(=O)Br (Bromoacetyl bromide), [Cl-].[Na+] (sodium chloride), NC=1C(=NOC1C)C(=O)C1=C(C=CC=C1F)F ((4-amino-5-methylisoxazol-3-yl)-2,6-difluorophenylmethanone), C([O-])([O-])=O.[Na+].[Na+] (sodium carbonate). Run in ClCCl (dichloromethane). Yields the product FC1=C(C(=O)C2=NOC(=C2NC(CBr)=O)C)C(=CC=C1)F (N-[3-(2,6-Difluorobenzoyl)-5-methylisoxazol-4-yl]bromoacetamide). Isolated yield 77.0%. RXN SMILES: [Br:1][CH2:2][C:3](Br)=[O:4].[NH2:6][C:7]1[C:8]([C:13]([C:15]2[C:20]([F:21])=[CH:19][CH:18]=[CH:17][C:16]=2[F:22])=[O:14])=[N:9][O:10][C:11]=1[CH3:12].C(=O)([O-])[O-].[Na+].[Na+].[Cl-].[Na+]>ClCCl>[F:22][C:16]1[CH:17]=[CH:18][CH:19]=[C:20]([F:21])[C:15]=1[C:13]([C:8]1[C:7]([NH:6][C:3](=[O:4])[CH2:2][Br:1])=[C:11]([CH3:12])[O:10][N:9]=1)=[O:14] |f:2.3.4,5.6|. Procedure: Bromoacetyl bromide (44 g, 222 mmoles) was added slowly to a mixture of (4-amino-5-methylisoxazol-3-yl)-2,6-difluorophenylmethanone of Example XIIIc (48 g, 202 mmoles) in dichloromethane (400 ml) with 2N sodium carbonate (125 ml) and saturated sodium chloride, dried (sodium sulfate) and evaporated to glve 72 g of an oil. The residue (3.0 g) was flash chromatographed (25% ethyl acetate:hexane) to yield 2.3 g (77%) of a solid, melting point 76°-80° C. Reactants: CO, COC(=O)C1CCC(=O)N1C, Cl, [Na+], [OH-], O. RXN SMILES: [CH3:15][OH:16].[CH3:1][N:2]1[CH:3]([C:4](=[O:5])[O:6][CH3:7])[CH2:8][CH2:9][C:10]1=[O:11].[ClH:14].[Na+:13].[OH-:12].[OH2:17]>>[CH3:1][N:2]1[CH:3]([C:4](=[O:5])[OH:6])[CH2:8][CH2:9][C:10]1=[O:11]. The product is CN1C(=O)CCC1C(=O)O. The reactants are C(C)(C)(C)C=1C=C(C=C(C1O[Si](C)(C)C)C(C)(C)C)P(C1=CC=CC=C1)C1=CC(=C(C(=C1)C(C)(C)C)O[Si](C)(C)C)C(C)(C)C (bis(3,5-di-tert-butyl-4-trimethylsilyloxyphenyl)phenylphosphine), O (water). Solvent: CO (methanol). Product: C(C)(C)(C)C=1C=C(C=C(C1O)C(C)(C)C)P(C1=CC=CC=C1)C1=CC(=C(C(=C1)C(C)(C)C)O)C(C)(C)C (Bis(3,5-di-tert-butyl-4-hydroxyphenyl)phenylphosphine). Yield: 38.6%. Reaction SMILES: [C:1]([C:5]1[CH:6]=[C:7]([P:20]([C:27]2[CH:32]=[C:31]([C:33]([CH3:36])([CH3:35])[CH3:34])[C:30]([O:37][Si](C)(C)C)=[C:29]([C:42]([CH3:45])([CH3:44])[CH3:43])[CH:28]=2)[C:21]2[CH:26]=[CH:25][CH:24]=[CH:23][CH:22]=2)[CH:8]=[C:9]([C:16]([CH3:19])([CH3:18])[CH3:17])[C:10]=1[O:11][Si](C)(C)C)([CH3:4])([CH3:3])[CH3:2].O>CO>[C:16]([C:9]1[CH:8]=[C:7]([P:20]([C:27]2[CH:32]=[C:31]([C:33]([CH3:36])([CH3:35])[CH3:34])[C:30]([OH:37])=[C:29]([C:42]([CH3:45])([CH3:44])[CH3:43])[CH:28]=2)[C:21]2[CH:22]=[CH:23][CH:24]=[CH:25][CH:26]=2)[CH:6]=[C:5]([C:1]([CH3:4])([CH3:3])[CH3:2])[C:10]=1[OH:11])([CH3:17])([CH3:18])[CH3:19]. Procedure: A solution of 1.0 g (1.5 mmol) of bis(3,5-di-tert-butyl-4-trimethylsilyloxyphenyl)phenylphosphine and 2.0 g of water in 25 ml of methanol is heated at reflux temperature for 4 hours. The solvent is removed in vacuo and the residue purified by flash chromatography (silica gel, 9:1 heptane:ethyl/acetate eluent) to give 0.3 g (34%) of a white solid, m.p. 138°-140° C. Reactants: BrC=1OC2=C(C1C1=CC=CC=C1)C=C(C=C2)CBr (2-bromo-5-bromomethyl-3-phenylbenzofuran), [N+](=O)([N+](=O)[O-])[O-] (dinitrogen tetraoxide), C1(CCC=CC1)C(=O)O (4-cyclohexene carboxylic acid). Run in C(C)(=O)O (acetic acid), C(C)(=O)O (acetic acid). Conditions: temperature 45 celsius. The product is BrCC=1C=CC2=C(C(=C(O2)[N+](=O)[O-])C2=CC=CC=C2)C1 (5-bromomethyl-2-nitro-3-phenylbenzofuran). RXN SMILES: Br[C:2]1[O:3][C:4]2[CH:16]=[CH:15][C:14]([CH2:17][Br:18])=[CH:13][C:5]=2[C:6]=1[C:7]1[CH:12]=[CH:11][CH:10]=[CH:9][CH:8]=1.[N+:19]([O-:24])([N+]([O-])=O)=[O:20].C1(C(O)=O)CC=CCC1>C(O)(=O)C>[Br:18][CH2:17][C:14]1[CH:15]=[CH:16][C:4]2[O:3][C:2]([N+:19]([O-:24])=[O:20])=[C:6]([C:7]3[CH:12]=[CH:11][CH:10]=[CH:9][CH:8]=3)[C:5]=2[CH:13]=1. Reported procedure: To a solution of 50 g. (0.137 mole) of the product of step A in 1100 ml. of acetic acid is added 18.9 g. (0.206 mole) of dinitrogen tetraoxide and 26.0 g. (0.206 mole) of 4-cyclohexene carboxylic acid in 25 ml. of acetic acid dropwise. The reaction mixture is maintained at 45° C. for about four hours, then allowed to cool to about 20° C. The yellow solid is collected, washed with water and petroleum ether and dried to provide 5-bromomethyl-2-nitro-3-phenylbenzofuran, crude melting point 171°-180... The reactants are CC1=NC2=C(C=CC=C2C=C1)C(=O)OC (methyl 2-methylquinoline-8-carboxylate), C[Mg+].[Br-] (MeMgBr), CCOCC (ether). Run in C1CCOC1 (THF). Run at temperature -15 celsius, time 30 minute. Product: CC1=NC2=C(C=CC=C2C=C1)C(C)(C)O (2-(2-methylquinolin-8-yl)propan-2-ol). Isolated yield 90.0%. RXN SMILES: [CH3:1][C:2]1[CH:11]=[CH:10][C:9]2[C:4](=[C:5](C(OC)=O)[CH:6]=[CH:7][CH:8]=2)[N:3]=1.[CH3:16][Mg+].[Br-].CC[O:21][CH2:22][CH3:23]>C1COCC1>[CH3:1][C:2]1[CH:11]=[CH:10][C:9]2[C:4](=[C:5]([C:22]([OH:21])([CH3:23])[CH3:16])[CH:6]=[CH:7][CH:8]=2)[N:3]=1 |f:1.2|. Procedure: To a stirred solution of methyl 2-methylquinoline-8-carboxylate (0.290 g, 1.44 mmol) in THF (1 mL) was added dropwise a solution of MeMgBr in ether (3.0 M, 1.44 mL, 4.32 mmol) at −15° C. under nitrogen. The reaction mixture was stirred at −15° C. for 30 minutes and then quenched by the addition of saturated aqueous NH4Cl solution. The reaction mixture was extracted with EtOAc. The combined organic layers were washed with brine, dried and concentrated under reduced pressure. The residue was purif... The reactants are CCN1C(=O)N(CCO)c2nc(N[C@@H]3CCC[C@H]3O)n(Cc4ccc(OC)c(Br)c4)c2C1=O, CC1(C)OB(OC1(C)C)c2cccc(c2)C3(CC3)NC(=O)OCc4ccccc4. Reagents/catalysts: CCN=P(N=P(N(C)C)(N(C)C)N(C)C)(N(C)C)N(C)C (P2-Et), CC(C)c1cc(C(C)C)c(-c2ccccc2[PH](C(C)(C)C)(C(C)(C)C)[Pd]2(OS(C)(=O)=O)Nc3ccccc3-c3ccccc32)c(C(C)C)c1 (tBuXphos G3). The solvent is CS(C)=O (DMSO), O (water), CS(C)=O (DMSO), CS(C)=O (DMSO), CS(C)=O (DMSO). Conditions: time 22 hour. Yields the product CCN1C(=O)N(CCO)c2nc(N[C@@H]3CCC[C@H]3O)n(Cc4ccc(OC)c(c4)c5cccc(c5)C6(CC6)NC(=O)OCc7ccccc7)c2C1=O, CCN1C(=O)N(CCO)c2nc(N[C@@H]3CCC[C@H]3O)n(Cc4ccc(OC)c(Br)c4)c2C1=O, c1ccc(-c2ccccc2)cc1. The reactants are CC(C)(C)OC(=O)NCCCC(NC(=O)OCc1ccccc1)C(=O)O, C1CCNC1. Yields the product CC(C)(C)OC(=O)NCCCC(NC(=O)OCc1ccccc1)C(=O)N1CCCC1. RXN SMILES: [CH2:1]([c:2]1[cH:3][cH:4][cH:5][cH:6][cH:7]1)[O:8][C:9](=[O:10])[NH:11][CH:12]([CH2:13][CH2:14][CH2:15][NH:16][C:17](=[O:18])[O:19][C:20]([CH3:21])([CH3:22])[CH3:23])[C:24](=[O:25])[OH:26].[CH2:27]1[CH2:28][CH2:29][NH:30][CH2:31]1>>[CH2:1]([c:2]1[cH:3][cH:4][cH:5][cH:6][cH:7]1)[O:8][C:9](=[O:10])[NH:11][CH:12]([CH2:13][CH2:14][CH2:15][NH:16][C:17](=[O:18])[O:19][C:20]([CH3:21])([CH3:22])[CH3:23])[C:24](=[O:26])[N:30]1[CH2:29][CH2:28][CH2:27][CH2:31]1. Reactants: O=[N+]([O-])c1cc(OCc2ccccc2)ccc1Cl, CC(C)(C)[O-], COc1ccc(O)cc1, CN(C)C=O, CCOC(C)=O, [K+], O. Product: COc1ccc(Oc2ccc(OCc3ccccc3)cc2[N+](=O)[O-])cc1. RXN SMILES: [CH2:16]([c:17]1[cH:18][cH:19][cH:20][cH:21][cH:22]1)[O:23][c:24]1[cH:25][c:26]([N+:31](=[O:32])[O-:33])[c:27]([Cl:30])[cH:28][cH:29]1.[CH3:10][C:11]([CH3:12])([O-:13])[CH3:14].[CH3:1][O:2][c:3]1[cH:4][cH:5][c:6]([OH:9])[cH:7][cH:8]1.[CH3:35][N:36]([CH3:37])[CH:38]=[O:39].[CH3:40][CH2:41][O:42][C:43](=[O:44])[CH3:45].[K+:15].[OH2:34]>>[CH3:1][O:2][c:3]1[cH:4][cH:5][c:6]([O:9][c:27]2[c:26]([N+:31](=[O:32])[O-:33])[cH:25][c:24]([O:23][CH2:16][c:17]3[cH:18][cH:19][cH:20][cH:21][cH:22]3)[cH:29][cH:28]2)[cH:7][cH:8]1.